This data is from the Open Reaction Database (ORD), a public repository of structured organic reaction records. The task is: describe an organic reaction: reactants, conditions, products, and yield Reactants: COC(N=C(C(=NC1=CC=C(C=C1)C1=NOC(=N1)C)C1=C(C=C(C(=C1)OC)OC)F)SC)=O ([2-(2-fluoro-4,5-dimethoxyphenyl)-2-[4-(5-methyl-[1,2,4]oxadiazol-3-yl)phenylimino]-1-methylsulfanylethylidene]carbamic acid methyl ester), COC=1C=C(C=O)C=C(C1OC)OC (3,4,5-trimethoxybenzaldehyde). Product: COC(N=C(C(C1=CC(=C(C(=C1)OC)OC)OC)=NC1=CC=C(C=C1)C1=NOC(=N1)C)SC)=O ([2-[4-(5-Methyl-[1,2,4]oxadiazol-3-yl)phenylimino]-1-methylsulfanyl-2-(3,4,5-trimethoxyphenyl)ethylidene]carbamic acid methyl ester). RXN SMILES: [CH3:1][O:2][C:3](=[O:33])[N:4]=[C:5]([S:31][CH3:32])[C:6]([C:20]1[CH:25]=[C:24]([O:26][CH3:27])[C:23]([O:28][CH3:29])=[CH:22][C:21]=1F)=[N:7][C:8]1[CH:13]=[CH:12][C:11]([C:14]2[N:18]=[C:17]([CH3:19])[O:16][N:15]=2)=[CH:10][CH:9]=1.[CH3:34][O:35]C1C=C(C=C(OC)C=1OC)C=O>>[CH3:1][O:2][C:3](=[O:33])[N:4]=[C:5]([S:31][CH3:32])[C:6](=[N:7][C:8]1[CH:13]=[CH:12][C:11]([C:14]2[N:18]=[C:17]([CH3:19])[O:16][N:15]=2)=[CH:10][CH:9]=1)[C:20]1[CH:25]=[C:24]([O:26][CH3:27])[C:23]([O:28][CH3:29])=[C:22]([O:35][CH3:34])[CH:21]=1. Procedure details: The same procedure was carried out as in Examples (1a) to (1d), except that 3,4,5-trimethoxybenzaldehyde was used instead of 2-fluoro-4,5-dimethoxybenzaldehyde in Example (1a), to give the title compound. The reactants are solution, C(C)(C)(C)OC(=O)N1CCC(CC1)CNS(=O)(=O)C1=CC(=CC=C1)S(NC1=CC(=C(C=C1)N(C)C)C=1OC=CC1)(=O)=O (4-{[3-(4-dimethylamino-3-furan-2-yl-phenylsulfamoyl)benzenesulfonylamino]methyl}piperidine-1-carboxylic acid tert-butyl ester), FC(C(=O)O)(F)F (trifluoroacetic acid). Reported procedure: To a solution (10 ml) of Y244 (332 mg, 0.53 mmol) produced in Example 5 in dichloromethane was added trifluoroacetic acid (3 ml), and the mixture was stirred at room temperature for 20 min. Then, the reaction mixture was concentrated under reduced pressure, and the obtained residue was purified by silica gel column chromatography (eluent; chloroform:methanol (8:1-3:1)) to give the title compound (283 mg, 87%). Run at time 20 minute. The yield is 103.0%. Yields the product CN(C1=C(C=C(C=C1)NS(=O)(=O)C=1C=C(C=CC1)S(=O)(=O)NCC1CCNCC1)C=1OC=CC1)C (4-{[3-(4-dimethylamino-3-furan-2-yl-phenylsulfamoyl)benzenesulfonylamino]methyl}piperidine). The solvent is ClCCl (dichloromethane). As a reaction SMILES: C(OC([N:8]1[CH2:13][CH2:12][CH:11]([CH2:14][NH:15][S:16]([C:19]2[CH:24]=[CH:23][CH:22]=[C:21]([S:25](=[O:42])(=[O:41])[NH:26][C:27]3[CH:32]=[CH:31][C:30]([N:33]([CH3:35])[CH3:34])=[C:29]([C:36]4[O:37][CH:38]=[CH:39][CH:40]=4)[CH:28]=3)[CH:20]=2)(=[O:18])=[O:17])[CH2:10][CH2:9]1)=O)(C)(C)C.FC(F)(F)C(O)=O>ClCCl>[CH3:34][N:33]([CH3:35])[C:30]1[CH:31]=[CH:32][C:27]([NH:26][S:25]([C:21]2[CH:20]=[C:19]([S:16]([NH:15][CH2:14][CH:11]3[CH2:12][CH2:13][NH:8][CH2:9][CH2:10]3)(=[O:18])=[O:17])[CH:24]=[CH:23][CH:22]=2)(=[O:42])=[O:41])=[CH:28][C:29]=1[C:36]1[O:37][CH:38]=[CH:39][CH:40]=1. Reactants: CC(=O)C (acetone), N1=CC=CC=C1 (pyridine), BrCCCCCCCCCCBr (1,10-dibromodecane). Conditions: temperature 45 celsius. Yields the product [Br-].BrC(CCCCCCCCC)[N+]1=CC=CC=C1 (1-bromodecyl-N-pyridinium bromide). Reaction SMILES: [Br:1][CH2:2][CH2:3][CH2:4][CH2:5][CH2:6][CH2:7][CH2:8][CH2:9][CH2:10][CH2:11][Br:12].CC(C)=O.[N:17]1[CH:22]=[CH:21][CH:20]=[CH:19][CH:18]=1>>[Br-:1].[Br:12][CH:11]([N+:17]1[CH:22]=[CH:21][CH:20]=[CH:19][CH:18]=1)[CH2:10][CH2:9][CH2:8][CH2:7][CH2:6][CH2:5][CH2:4][CH2:3][CH3:2] |f:3.4|. Procedure: To a vigorously stirring flask of 1,10-dibromodecane (337.2 mL; 1.5 mmol) was added pyridine in acetone (50 vol. %; 16.2 mL; 0.1 mmol) dropwise over 5 hours at 30° C. After the addition was complete, the mixture was heated to 45° C. for 18 hours. The reaction mixture was allowed to cool slightly and the resulting white precipitate was filtered over a Buchner funnel. The product was washed thoroughly with hexanes (3×100 mL) and vacuum dried. The product was identified by 1H NMR and mass spectrome...